Task: describe an organic reaction: reactants, conditions, products, and yield. Dataset: the Open Reaction Database (ORD), a public repository of structured organic reaction records Reactants: ClC=1N=NC(=CC1)Cl (3,6-dichloropyridazine), O1CCCC1 (tetrahydrofuran), [H-].[Na+] (sodium hydride), FCCO (2-fluoroethanol), O1CCCC1 (tetrahydrofuran). Solvent: O (water). Run at time 1 minute. Yields the product FCCOC=1N=NC(=CC1)Cl (3-(2-fluoroethoxy)-6-chloropyridazine). The yield is 83.1%. As a reaction SMILES: O1CCCC1.[H-].[Na+].[Cl:8][C:9]1[N:10]=[N:11][C:12](Cl)=[CH:13][CH:14]=1.[F:16][CH2:17][CH2:18][OH:19]>O>[F:16][CH2:17][CH2:18][O:19][C:12]1[N:11]=[N:10][C:9]([Cl:8])=[CH:14][CH:13]=1 |f:1.2|. Procedure: To anhydrous tetrahydrofuran (5 mL) containing sodium hydride (NaH 60%, 121 mg, 3.02 mmol) was slowly added anhydrous tetrahydrofuran (2 mL) having 3,6-dichloropyridazine (107, 300 mg, 2.01 mmol) dissolved therein at 0° C., and added dropwise 2-fluoroethanol (194 mg, 3.02 mmol). The reaction mixture was stirred for one minutes and water was carefully added. Organic compounds were extracted with ethyl acetate, and the recovered organic solution was washed with an aqueous solution of saturated sod... Reactants: Cl (HCl), BrC/C=C/CN1S(N(C2=C1C=CC=C2)C2=C(C=CC=C2)F)(=O)=O (1-[(2E)-4-bromobut-2-en-1-yl]-3-(2-fluorophenyl)-1,3-dihydro-2,1,3-benzothiadiazole 2,2-dioxide), CN (methyl amine). Yields the product FC1=C(C=CC=C1)N1S(N(C2=C1C=CC=C2)C/C=C/CNC)(=O)=O ((2E)-4-[3-(2-fluorophenyl)-2,2-dioxido-2,1,3-benzothiadiazol-1(3H)-yl]-N-methylbut-2-en-1-amine). RXN SMILES: Br[CH2:2]/[CH:3]=[CH:4]/[CH2:5][N:6]1[C:10]2[CH:11]=[CH:12][CH:13]=[CH:14][C:9]=2[N:8]([C:15]2[CH:20]=[CH:19][CH:18]=[CH:17][C:16]=2[F:21])[S:7]1(=[O:23])=[O:22].[CH3:24][NH2:25].Cl>>[F:21][C:16]1[CH:17]=[CH:18][CH:19]=[CH:20][C:15]=1[N:8]1[C:9]2[CH:14]=[CH:13][CH:12]=[CH:11][C:10]=2[N:6]([CH2:5]/[CH:4]=[CH:3]/[CH2:2][NH:25][CH3:24])[S:7]1(=[O:23])=[O:22]. Procedure details: In an analogous manner to general procedure V, 1-[(2E)-4-bromobut-2-en-1-yl]-3-(2-fluorophenyl)-1,3-dihydro-2,1,3-benzothiadiazole 2,2-dioxide (0.13 g, 0.33 mmol) was treated with methyl amine to give (2E)-4-[3-(2-fluorophenyl)-2,2-dioxido-2,1,3-benzothiadiazol-1(3H)-yl]-N-methylbut-2-en-1-amine (105 mg) after treatment with HCl. Starting materials: ClC1=NC=C(C=C1)C1=C(N=CO1)C1=CC=CC=C1 (2-Chloro-5-(4-phenyl-oxazol-5-yl)-pyridine), NN (hydrazine), compound. Reaction conditions: temperature 70 celsius. Yields the product C1(=CC=CC=C1)C=1N=COC1C=1C=CC(=NC1)NN (5-(4-Phenyl-oxazol-5-yl)-pyridin-2-yl-hydrazine). RXN SMILES: Cl[C:2]1[CH:7]=[CH:6][C:5]([C:8]2[O:12][CH:11]=[N:10][C:9]=2[C:13]2[CH:18]=[CH:17][CH:16]=[CH:15][CH:14]=2)=[CH:4][N:3]=1.[NH2:19][NH2:20]>>[C:13]1([C:9]2[N:10]=[CH:11][O:12][C:8]=2[C:5]2[CH:6]=[CH:7][C:2]([NH:19][NH2:20])=[N:3][CH:4]=2)[CH:18]=[CH:17][CH:16]=[CH:15][CH:14]=1. Procedure: A suspension of 2-Chloro-5-(4-phenyl-oxazol-5-yl)-pyridine (2.55 g, 9.9 mmol) in hydrazine (8 mL) was heated at 70° C. until a solution formed (approximately 20 minutes). The hydrazine product was removed from the heat and concentrated in vacuo affording the above named compound as a dark solid (2.5 g, 100%). Reactants: C(C)(C)OC(=O)N1C2=C(C(CCC1)N(CC1=CC(=CC(=C1)C(F)(F)F)C(F)(F)F)C(C)=O)C=C(C(=C2)Cl)Br (isopropyl-5-[acetyl-(3,5-bistrifluoromethylbenzyl)amino]-7-bromo-8-chloro-2,3,4,5-tetrahydrobenzo[b]azepine-1-carboxylate), C(C)(C)(C)P(C1=C(C=CC=C1)C1=C(C=C(C=C1C(C)C)C(C)C)C(C)C)C(C)(C)C (2-di-tert-butylphosphino-2′,4′,6′-triisopropylbiphenyl), C([O-])([O-])=O.[Cs+].[Cs+] (cesium carbonate), CO (methanol). The reagents and catalysts are C=1C=CC(=CC1)/C=C/C(=O)/C=C/C2=CC=CC=C2.C=1C=CC(=CC1)/C=C/C(=O)/C=C/C2=CC=CC=C2.C=1C=CC(=CC1)/C=C/C(=O)/C=C/C2=CC=CC=C2.[Pd].[Pd] (tris(dibenzylideneacetone)dipalladium). Run in C1(=CC=CC=C1)C (toluene), C(C)(=O)OCC (ethyl acetate). Yields the product C(C)(=O)N(C1C2=C(N(CCC1)C(=O)OC(C)C)C=C(C(=C2)OC)Cl)CC2=CC(=CC(=C2)C(F)(F)F)C(F)(F)F (Isopropyl 5-[acetyl-(3,5-bistrifluoromethylbenzyl)amino]-8-chloro-7-methoxy-2,3,4,5-tetrahydrobenzo[b]azepine-1-carboxylate). Isolated yield 37.0%. RXN SMILES: [CH:1]([O:4][C:5]([N:7]1[CH2:13][CH2:12][CH2:11][CH:10]([N:14]([C:30](=[O:32])[CH3:31])[CH2:15][C:16]2[CH:21]=[C:20]([C:22]([F:25])([F:24])[F:23])[CH:19]=[C:18]([C:26]([F:29])([F:28])[F:27])[CH:17]=2)[C:9]2[CH:33]=[C:34](Br)[C:35]([Cl:37])=[CH:36][C:8]1=2)=[O:6])([CH3:3])[CH3:2].C(P(C(C)(C)C)C1C=CC=CC=1C1C(C(C)C)=CC(C(C)C)=CC=1C(C)C)(C)(C)C.[C:69](=O)([O-])[O-:70].[Cs+].[Cs+].CO>C1(C)C=CC=CC=1.C(OCC)(=O)C.C1C=CC(/C=C/C(/C=C/C2C=CC=CC=2)=O)=CC=1.C1C=CC(/C=C/C(/C=C/C2C=CC=CC=2)=O)=CC=1.C1C=CC(/C=C/C(/C=C/C2C=CC=CC=2)=O)=CC=1.[Pd].[Pd]>[C:30]([N:14]([CH2:15][C:16]1[CH:21]=[C:20]([C:22]([F:25])([F:24])[F:23])[CH:19]=[C:18]([C:26]([F:29])([F:28])[F:27])[CH:17]=1)[CH:10]1[CH2:11][CH2:12][CH2:13][N:7]([C:5]([O:4][CH:1]([CH3:3])[CH3:2])=[O:6])[C:8]2[CH:36]=[C:35]([Cl:37])[C:34]([O:70][CH3:69])=[CH:33][C:9]1=2)(=[O:32])[CH3:31] |f:2.3.4,8.9.10.11.12|. Procedure: Combine isopropyl-5-[acetyl-(3,5-bistrifluoromethylbenzyl)amino]-7-bromo-8-chloro-2,3,4,5-tetrahydrobenzo[b]azepine-1-carboxylate (0.050 g, 0.079 mmol), tris(dibenzylideneacetone)dipalladium (0) (0.0014 g, 0.0015 mmol), 2-di-tert-butylphosphino-2′,4′,6′-triisopropylbiphenyl (0.002 g, 0.0047 mmol), cesium carbonate (0.039 g, 0.119 mmol) and methanol (0.016 mL, 0.397 mmol) in toluene (1 mL) in a sealed tube and heat at 110° C. for 24 h. Dilute the cooled mixture with ethyl acetate (25 mL) and filt... Yields the product N[C@H]1C(N(C[C@@H](CC1)C1=C(C(=CC=C1)F)F)CC(C)(C)O)=O ((3R,6S)-3-Amino-6-(2,3-difluorophenyl)-1-(2-hydroxy-2-methylpropyl)azepan-2-one), C(=O)(C(F)(F)F)O (TFA). Procedure: A solution of di-tert-butyl [(3R,6S)-6-(2,3-difluorophenyl)-1-(2-hydroxy-2-methylpropyl)-2-oxoazepan-3-yl]imidodicarbonate (0.095 g, 0.185 mmol) in DCM (10 mL) was treated with trifluoroacetic acid (3 mL). After 1 h the reaction was concentrated to dryness to afford the title compound as a TFA salt. MS 313.2 (M+1). Reactants: FC1=C(C=CC=C1F)[C@@H]1CC[C@H](C(N(C1)CC(C)(C)O)=O)N(C(=O)OC(C)(C)C)C(=O)OC(C)(C)C (di-tert-butyl [(3R,6S)-6-(2,3-difluorophenyl)-1-(2-hydroxy-2-methylpropyl)-2-oxoazepan-3-yl]imidodicarbonate), FC(C(=O)O)(F)F (trifluoroacetic acid). Reaction SMILES: [F:1][C:2]1[C:7]([F:8])=[CH:6][CH:5]=[CH:4][C:3]=1[C@H:9]1[CH2:15][N:14]([CH2:16][C:17]([OH:20])([CH3:19])[CH3:18])[C:13](=[O:21])[C@H:12]([N:22](C(OC(C)(C)C)=O)C(OC(C)(C)C)=O)[CH2:11][CH2:10]1.[F:37][C:38]([F:43])([F:42])[C:39]([OH:41])=[O:40]>C(Cl)Cl>[NH2:22][C@@H:12]1[CH2:11][CH2:10][C@@H:9]([C:3]2[CH:4]=[CH:5][CH:6]=[C:7]([F:8])[C:2]=2[F:1])[CH2:15][N:14]([CH2:16][C:17]([OH:20])([CH3:18])[CH3:19])[C:13]1=[O:21].[C:39]([OH:41])([C:38]([F:43])([F:42])[F:37])=[O:40]. The solvent is C(Cl)Cl (DCM). Reactants: CC(C)(C)OC(=O)N1CCCC12CCCN(c1ncnc3[nH]ccc13)C2, CCOC(C)=O, CO, ClC(Cl)Cl, Cl, Cl. Product: c1nc(N2CCCC3(CCCN3)C2)c2cc[nH]c2n1. Reaction SMILES: [C:1]([O:2][C:3](=[O:4])[N:8]1[CH2:9][CH2:10][CH2:11][C:12]12[CH2:13][N:14]([c:18]1[c:19]3[c:20]([n:21][cH:22][n:23]1)[nH:24][cH:25][cH:26]3)[CH2:15][CH2:16][CH2:17]2)([CH3:5])([CH3:6])[CH3:7].[C:27]([O:28][CH2:29][CH3:30])(=[O:31])[CH3:32].[CH3:34][OH:35].[CH:37]([Cl:38])([Cl:39])[Cl:40].[ClH:33].[ClH:36]>>[NH:8]1[CH2:9][CH2:10][CH2:11][C:12]12[CH2:13][N:14]([c:18]1[c:19]3[c:20]([n:21][cH:22][n:23]1)[nH:24][cH:25][cH:26]3)[CH2:15][CH2:16][CH2:17]2. Product: CCOC(=O)C(CCCCCc1ccc(Cl)cc1)C(N)=O. The reactants are ClCCl, CCOC(=O)C(CCCCCc1ccc(Cl)cc1)C(=O)Cl, N. RXN SMILES: [CH2:23]([Cl:24])[Cl:25].[Cl:2][C:3](=[O:4])[CH:5]([C:6](=[O:7])[O:8][CH2:9][CH3:10])[CH2:11][CH2:12][CH2:13][CH2:14][CH2:15][c:16]1[cH:17][cH:18][c:19]([Cl:22])[cH:20][cH:21]1.[NH3:1]>>[NH2:1][C:3](=[O:4])[CH:5]([C:6](=[O:7])[O:8][CH2:9][CH3:10])[CH2:11][CH2:12][CH2:13][CH2:14][CH2:15][c:16]1[cH:17][cH:18][c:19]([Cl:22])[cH:20][cH:21]1. Reactants: ClC1=CC(=C(C=O)C=C1)C (4-chloro-2-methylbenzaldehyde), ON=C(N)C=1OC=CC1 (N′-hydroxyfuran-2-carboximidamide). Reagents/catalysts: N1CCCCC1 (piperidine). Run at temperature 100 celsius. Yields the product ClC1=CC(=C(C=C1)C1NC(=NO1)C=1OC=CC1)C (5-(4-chloro-2-methylphenyl)-3-(furan-2-yl)-4,5-dihydro-1,2,4-oxadiazole). Isolated yield 24.2%. As a reaction SMILES: [Cl:1][C:2]1[CH:9]=[CH:8][C:5]([CH:6]=[O:7])=[C:4]([CH3:10])[CH:3]=1.O[N:12]=[C:13]([C:15]1[O:16][CH:17]=[CH:18][CH:19]=1)[NH2:14]>N1CCCCC1>[Cl:1][C:2]1[CH:9]=[CH:8][C:5]([CH:6]2[O:7][N:12]=[C:13]([C:15]3[O:16][CH:17]=[CH:18][CH:19]=3)[NH:14]2)=[C:4]([CH3:10])[CH:3]=1. Reported procedure: A mixture of 4-chloro-2-methylbenzaldehyde (229 mg, 1.49 mmol), N′-hydroxyfuran-2-carboximidamide (263 mg, 2.1 mmol) and one drop of piperidine was heated to 100° C. for 4 h. It was cooled to RT and purified by automated column chromatography on the ISCO-companion (SiO2, gradient heptane/ethyl acetate) to give the 5-(4-chloro-2-methylphenyl)-3-(furan-2-yl)-4,5-dihydro-1,2,4-oxadiazole product (94 mg, 0.36 mmol) as an off-white solid with an HPLC purity 99%. The overall yield was approximately 24... Starting materials: CC1=CC=C(C=C1)C1=CC(=CC(=C1)C(NCC=1C=NC(=NC1)C)=O)C(=O)O (4′-methyl-5-((2-methylpyrimidin-5-yl)methylcarbamoyl)biphenyl-3-carboxylic acid), Cl.CN(CCCN=C=NCC)C (N-(3-dimethylaminopropyl)-N′-ethylcarbodiimide hydrochloride), O.ON1N=NC2=C1C=CC=C2 (1-hydroxybenzotriazole hydrate), FC1(CNC1)F (3,3-difluoroazetidine), C(C)(C)N(C(C)C)CC (N,N-diisopropylethylamine). Solvent: C(Cl)Cl (CH2Cl2). Reaction conditions: time 8 hour. Product: FC1(CN(C1)C(=O)C=1C=C(C=C(C1)C1=CC=C(C=C1)C)C(=O)NCC=1C=NC(=NC1)C)F (5-(3,3-Difluoroazetidine-1-carbonyl)-4′-methyl-N-((2-methylpyrimidin-5-yl)methyl)biphenyl-3-carboxamide). RXN SMILES: [CH3:1][C:2]1[CH:7]=[CH:6][C:5]([C:8]2[CH:13]=[C:12]([C:14](=[O:24])[NH:15][CH2:16][C:17]3[CH:18]=[N:19][C:20]([CH3:23])=[N:21][CH:22]=3)[CH:11]=[C:10]([C:25](O)=[O:26])[CH:9]=2)=[CH:4][CH:3]=1.Cl.CN(C)CCCN=C=NCC.O.ON1C2C=CC=CC=2N=N1.[F:51][C:52]1([F:56])[CH2:55][NH:54][CH2:53]1.C(N(CC)C(C)C)(C)C>C(Cl)Cl>[F:51][C:52]1([F:56])[CH2:55][N:54]([C:25]([C:10]2[CH:11]=[C:12]([C:14]([NH:15][CH2:16][C:17]3[CH:22]=[N:21][C:20]([CH3:23])=[N:19][CH:18]=3)=[O:24])[CH:13]=[C:8]([C:5]3[CH:6]=[CH:7][C:2]([CH3:1])=[CH:3][CH:4]=3)[CH:9]=2)=[O:26])[CH2:53]1 |f:1.2,3.4|. Reported procedure: To a mixture of 4′-methyl-5-((2-methylpyrimidin-5-yl)methylcarbamoyl)biphenyl-3-carboxylic acid (11 mg, 0.030 mmol), N-(3-dimethylaminopropyl)-N′-ethylcarbodiimide hydrochloride (12 mg, 0.061 mmol), 1-hydroxybenzotriazole hydrate (4.7 mg, 0.030 mmol), CH2Cl2 (2 mL) were added 3,3-difluoroazetidine (4.2 mg, 0.046 mmol) and N,N-diisopropylethylamine (11 μL, 0.061 mmol). The mixture was stirred at room temperature overnight, and then concentrated in vacuo. The residue was purified by preparative HP...